The task is: describe an organic reaction: reactants, conditions, products, and yield. This data is from the Open Reaction Database (ORD), a public repository of structured organic reaction records. The reactants are ice water, CC1=NC(N=C1)=O (4-methylimidazol-2-one), [Cl-].[Al+3].[Cl-].[Cl-] (aluminum chloride), S1C(=CC=C1)C(=O)Cl (2-thienoyl chloride). Run in [N+](=O)([O-])C1=CC=CC=C1 (nitrobenzene). Run at temperature 60 celsius, time 3 hour. Product: CC=1NC(NC1C(=O)C=1SC=CC1)=O (1,3-Dihydro-4-methyl-5-thienoyl-2H-imidazol-2-one). As a reaction SMILES: [CH3:1][C:2]1[CH:6]=[N:5][C:4](=[O:7])[N:3]=1.[Cl-].[Al+3].[Cl-].[Cl-].[S:12]1[CH:16]=[CH:15][CH:14]=[C:13]1[C:17](Cl)=[O:18]>[N+](C1C=CC=CC=1)([O-])=O>[CH3:1][C:2]1[NH:3][C:4](=[O:7])[NH:5][C:6]=1[C:17]([C:13]1[S:12][CH:16]=[CH:15][CH:14]=1)=[O:18] |f:1.2.3.4|. Procedure: To a solution of 7.3 g of 4-methylimidazol-2-one and 10.8 g of aluminum chloride in 150 ml of nitrobenzene is added 12.0 g of 2-thienoyl chloride. The mixture is stirred at 60° C. for 3 hours, cooled and poured over ice water. The organic portion is extracted into ethyl acetate, dried and the organic solvent evaporated to give the title compound. M.P. 212°-215° C. Starting materials: Cl (hydrochloric acid), [OH-].[K+] (potassium hydroxide), O (water), ClC1=C(C=CC(=C1)Cl)C=1C=CC=C2C(=CC(=NC12)C)N1C(CC(CC1)C(=O)OCC)=C (8-(2,4-dichlorophenyl)-2-methyl-4-(4-ethoxycarbonyl-methylidenepiperidin-1-yl)quinoline), C(C)O (ethanol). Run at time 30 minute. Product: ClC1=C(C=CC(=C1)Cl)C=1C=CC=C2C(=CC(=NC12)C)N1CCC(CC1)=CC(=O)O (2-{1-[8-(2,4-dichlorophenyl)-2-methylquinolin-4-yl]-piperidin-4-ylidene}acetic acid). Reaction SMILES: [OH-:1].[K+].O.[Cl:4][C:5]1[CH:10]=[C:9]([Cl:11])[CH:8]=[CH:7][C:6]=1[C:12]1[CH:13]=[CH:14][CH:15]=[C:16]2[C:21]=1[N:20]=[C:19]([CH3:22])[CH:18]=[C:17]2[N:23]1[CH2:28][CH2:27][CH:26](C(OCC)=O)[CH2:25][C:24]1=C.Cl.[CH2:36]([OH:38])[CH3:37]>>[Cl:4][C:5]1[CH:10]=[C:9]([Cl:11])[CH:8]=[CH:7][C:6]=1[C:12]1[CH:13]=[CH:14][CH:15]=[C:16]2[C:21]=1[N:20]=[C:19]([CH3:22])[CH:18]=[C:17]2[N:23]1[CH2:28][CH2:27][C:26](=[CH:37][C:36]([OH:1])=[O:38])[CH2:25][CH2:24]1 |f:0.1|. Procedure details: In a mixed solvent of 85% potassium hydroxide (1.3 g) and water (1.4 mL)-ethanol (8 mL), 8-(2,4-dichlorophenyl)-2-methyl-4-(4-ethoxycarbonyl-methylidenepiperidin-1-yl)quinoline (2.3 g) was stirred at 80° C. for 1 hour. The reaction mixture was neutralized with 3 M hydrochloric acid under ice-cooling and stirred under ice-cooling for 2 hours and then at room temperature for 30 minutes. The solid precipitated was collected by filtration to obtain a mixture (1.5 g) of 2-{1-[8-(2,4-dichlorophenyl)-2... Run in C(C)#N (acetonitrile). Reported procedure: 6-(2-Bromoacetamido)[1,2,4]triazolo[1,5-b]pyridazine (636 mg) and 1-(diphenylmethyl)piperazine (627 mg) were dissolved in acetonitrile (20 ml), followed by addition of potassium carbonate (411 mg). The mixture was stirred at room temperature for 2 hours, followed by addition of ice-water and extraction with ethyl acetate. The extract was washed with aqueous sodium chloride saturated solution, dried over magnesium sulfate and concentrated under reduced pressure. The resulting crystals were collec... Reactants: BrCC(=O)NC=1C=CC=2N(N1)N=CN2 (6-(2-Bromoacetamido)[1,2,4]triazolo[1,5-b]pyridazine), C1(=CC=CC=C1)C(N1CCNCC1)C1=CC=CC=C1 (1-(diphenylmethyl)piperazine), C([O-])([O-])=O.[K+].[K+] (potassium carbonate), ice water, C(C)(=O)OCC (ethyl acetate). The product is C1(=CC=CC=C1)C(N1CCN(CC1)CC(=O)NC=1C=CC=2N(N1)N=CN2)C2=CC=CC=C2 (6-[2-[4-(diphenylmethyl)piperazino]acetamido][1,2,4]triazolo[1,5-b]pyridazine). Conditions: time 2 hour. Reaction SMILES: Br[CH2:2][C:3]([NH:5][C:6]1[CH:7]=[CH:8][C:9]2[N:10]([N:12]=[CH:13][N:14]=2)[N:11]=1)=[O:4].[C:15]1([CH:21]([C:28]2[CH:33]=[CH:32][CH:31]=[CH:30][CH:29]=2)[N:22]2[CH2:27][CH2:26][NH:25][CH2:24][CH2:23]2)[CH:20]=[CH:19][CH:18]=[CH:17][CH:16]=1.C(=O)([O-])[O-].[K+].[K+].C(OCC)(=O)C>C(#N)C>[C:28]1([CH:21]([C:15]2[CH:20]=[CH:19][CH:18]=[CH:17][CH:16]=2)[N:22]2[CH2:23][CH2:24][N:25]([CH2:2][C:3]([NH:5][C:6]3[CH:7]=[CH:8][C:9]4[N:10]([N:12]=[CH:13][N:14]=4)[N:11]=3)=[O:4])[CH2:26][CH2:27]2)[CH:29]=[CH:30][CH:31]=[CH:32][CH:33]=1 |f:2.3.4|. Yield: 49.4%. Reactants: FC(C(=O)N)(OC(C(C(C(OC(=C(F)F)F)(F)F)(F)F)(F)F)(F)F)C(F)(F)F (perfluoro(2-methyl-3,8-dioxa-9-decenamide)), O=P12OP3(=O)OP(=O)(O1)OP(=O)(O2)O3 (phosphorus pentoxide). Run at temperature 200 celsius. The product is FC(C#N)(OC(C(C(C(OC(=C(F)F)F)(F)F)(F)F)(F)F)(F)F)C(F)(F)F (perfluoro(2-methyl-3,8-dioxa-9-decenonitrile)). Isolated yield 55.0%. As a reaction SMILES: [F:1][C:2]([C:25]([F:28])([F:27])[F:26])([O:6][C:7]([F:24])([F:23])[C:8]([F:22])([F:21])[C:9]([F:20])([F:19])[C:10]([F:18])([F:17])[O:11][C:12]([F:16])=[C:13]([F:15])[F:14])[C:3]([NH2:5])=O.O=P12OP3(OP(OP(O3)(O1)=O)(=O)O2)=O>>[F:1][C:2]([C:25]([F:26])([F:27])[F:28])([O:6][C:7]([F:23])([F:24])[C:8]([F:21])([F:22])[C:9]([F:19])([F:20])[C:10]([F:17])([F:18])[O:11][C:12]([F:16])=[C:13]([F:15])[F:14])[C:3]#[N:5]. Reported procedure: 80 g of the thus prepared crude perfluoro(2-methyl-3,8-dioxa-9-decenamide) and 30 g of phosphorus pentoxide were mixed together and pulverized, and charged into a glass flask having a net capacity of 300 ml. Then, the flask was heated to 200° C. Low boiling components formed in the course of the reaction were removed from the flask by distillation through a cooling pipe. Crude residues were distilled in the presence of a small amount of phosphorus pentoxide, whereby 60 g of perfluoro(2-methyl-3,... Starting materials: C(C1=CC=CC=C1)N1C(C=CC2=C(C(=C(C=C12)C)[C@@H](C(=O)O)OC(C)(C)C)C1=CC=C(C=C1)Cl)=O ((S)-2-(1-benzyl-5-(4-chlorophenyl)-7-methyl-2-oxo-1,2-dihydroquinolin-6-yl)-2-tert-butoxyacetic acid), IC (iodomethane). The product is C(C)(C)(C)O[C@H](C(=O)O)C=1C(=C2C=CC(N(C2=CC1C)C)=O)C1=CC=C(C=C1)Cl ((S)-2-tert-butoxy-2-(5-(4-chlorophenyl)-1,7-dimethyl-2-oxo-1,2-dihydroquinolin-6-yl)acetic acid). As a reaction SMILES: [CH2:1]([N:8]1[C:17]2[C:12](=[C:13]([C:28]3[CH:33]=[CH:32][C:31]([Cl:34])=[CH:30][CH:29]=3)[C:14]([C@H:19]([O:23][C:24]([CH3:27])([CH3:26])[CH3:25])[C:20]([OH:22])=[O:21])=[C:15]([CH3:18])[CH:16]=2)[CH:11]=[CH:10][C:9]1=[O:35])C1C=CC=CC=1.IC>>[C:24]([O:23][C@@H:19]([C:14]1[C:13]([C:28]2[CH:29]=[CH:30][C:31]([Cl:34])=[CH:32][CH:33]=2)=[C:12]2[C:17](=[CH:16][C:15]=1[CH3:18])[N:8]([CH3:1])[C:9](=[O:35])[CH:10]=[CH:11]2)[C:20]([OH:22])=[O:21])([CH3:27])([CH3:25])[CH3:26]. Procedure: (S)-2-tert-Butoxy-2-(5-(4-chlorophenyl)-1,7-dimethyl-2-oxo-1,2-dihydroquinolin-6-yl)acetic acid (67) (2.0 mg) was prepared in a similar manner as compound (S)-2-(1-benzyl-5-(4-chlorophenyl)-7-methyl-2-oxo-1,2-dihydroquinolin-6-yl)-2-tert-butoxyacetic acid of Example 65 except using iodomethane instead of benzyl bromide. 1H-NMR 400 MHz (CD3OD) δ 7.6-7.5 (m, 4 H), 7.3-7.26 (m, 2 H), 6.49 (d, J=10 Hz, 1 H), 5.06 (s, 1 H), 3.78 (s, 3 H), 2.64 (s, 3 H), 0.97 (s, 9 H); LCMS-ESI+ (m/z): [M+H]+ calcd fo...